This data is from the Open Reaction Database (ORD), a public repository of structured organic reaction records. The task is: describe an organic reaction: reactants, conditions, products, and yield Starting materials: CC1=NC2=C(C=CC=C2C=C1)CC(=O)OC (methyl 2-(2-methylquinolin-8-yl)acetate), [H-].[Na+] (NaH), O (Water), BrCCCl (1-Bromo-2-chloroethane). Run in CS(=O)C (DMSO), C1CCOC1 (THF), CCOCC (ether). Reaction conditions: time 30 minute. Product: CC1=NC2=C(C=CC=C2C=C1)C1(CC1)C(=O)OC (methyl 1-(2-methylquinolin-8-yl)cyclopropanecarboxylate). The yield is 47.6%. As a reaction SMILES: [CH3:1][C:2]1[CH:11]=[CH:10][C:9]2[C:4](=[C:5]([CH2:12][C:13]([O:15][CH3:16])=[O:14])[CH:6]=[CH:7][CH:8]=2)[N:3]=1.[H-].[Na+].Br[CH2:20][CH2:21]Cl.O>CS(C)=O.C1COCC1.CCOCC>[CH3:1][C:2]1[CH:11]=[CH:10][C:9]2[C:4](=[C:5]([C:12]3([C:13]([O:15][CH3:16])=[O:14])[CH2:21][CH2:20]3)[CH:6]=[CH:7][CH:8]=2)[N:3]=1 |f:1.2|. Procedure: To a solution of methyl 2-(2-methylquinolin-8-yl)acetate (0.78 g, 3.62 mmol) in DMSO (10 mL) and THF (5 mL) was added 60% NaH (0.72 g, 18.12 mmol) and the reaction mixture was stirred at ambient temperature for 30 minutes. 1-Bromo-2-chloroethane (0.90 mL, 10.87 mmol) was added slowly, and the reaction mixture was stirred at ambient temperature for 40 hours. Water (10 mL) and ether (50 mL) were added. The organic layer was separated, washed with brine, dried (sodium sulfate), filtered and concent... Starting materials: O=C([O-])O, O=C(Cl)C1CC1, Cc1ccc(NC(=O)c2cccc(C3(C#N)CC3)c2)cc1Oc1ccc2nc(N)sc2n1, [Na+], c1ccncc1. As a reaction SMILES: [C:39](=[O:40])([O-:41])[OH:42].[CH:33]1([C:36](=[O:37])[Cl:38])[CH2:34][CH2:35]1.[NH2:1][c:2]1[s:3][c:4]2[n:5][c:6]([O:11][c:12]3[cH:13][c:14]([NH:19][C:20]([c:21]4[cH:22][c:23]([C:27]5([C:30]#[N:31])[CH2:28][CH2:29]5)[cH:24][cH:25][cH:26]4)=[O:32])[cH:15][cH:16][c:17]3[CH3:18])[cH:7][cH:8][c:9]2[n:10]1.[Na+:43].[cH:44]1[cH:45][cH:46][n:47][cH:48][cH:49]1>>[NH:1]([c:2]1[s:3][c:4]2[n:5][c:6]([O:11][c:12]3[cH:13][c:14]([NH:19][C:20]([c:21]4[cH:22][c:23]([C:27]5([C:30]#[N:31])[CH2:28][CH2:29]5)[cH:24][cH:25][cH:26]4)=[O:32])[cH:15][cH:16][c:17]3[CH3:18])[cH:7][cH:8][c:9]2[n:10]1)[C:36]([CH:33]1[CH2:34][CH2:35]1)=[O:37]. Yields the product Cc1ccc(NC(=O)c2cccc(C3(C#N)CC3)c2)cc1Oc1ccc2nc(NC(=O)C3CC3)sc2n1. Product: Cc1ccc(S(=O)(=O)N2CC3=C(CN(Cc4ccccc4)CC3)C2)cc1. Reactants: BrCc1ccccc1, CO, [Na+], [OH-], Cc1ccc(S(=O)(=O)N2CC3=C(CNCC3)C2)cc1. As a reaction SMILES: [Br:22][CH2:23][c:24]1[cH:25][cH:26][cH:27][cH:28][cH:29]1.[CH3:30][OH:31].[Na+:21].[OH-:20].[c:1]1([CH3:19])[cH:2][cH:3][c:4]([S:7](=[O:8])(=[O:9])[N:10]2[CH2:11][C:12]3=[C:17]([CH2:16][NH:15][CH2:14][CH2:13]3)[CH2:18]2)[cH:5][cH:6]1>>[c:1]1([CH3:19])[cH:2][cH:3][c:4]([S:7](=[O:8])(=[O:9])[N:10]2[CH2:11][C:12]3=[C:17]([CH2:16][N:15]([CH2:23][c:24]4[cH:25][cH:26][cH:27][cH:28][cH:29]4)[CH2:14][CH2:13]3)[CH2:18]2)[cH:5][cH:6]1. The reactants are [BH-](OC(=O)C)(OC(=O)C)OC(=O)C.[Na+] (NaBH(OAc)3), C1(=CC=CC=C1)C=1N=NN(N1)C1CC(NC1)C(=O)N1CCN(CC1)C1=C(C#N)C=CC=C1 (2-(4-{4-[5-(phenyl)-tetrazol-2-yl]-pyrrolidine-2-carbonyl}-piperazin-1-yl)-benzonitrile), C(C1=CC=CC=C1)=O (benzaldehyde), C(C)(=O)O (acetic acid). The solvent is C(Cl)Cl (DCM). Run at time 20 minute. The product is C(C1=CC=CC=C1)N1C(CC(C1)N1N=C(N=N1)C1=CC=CC=C1)C(=O)N1CCN(CC1)C1=C(C#N)C=CC=C1 (2-(4-{1-Benzyl-4-[5-(phenyl)-tetrazol-2-yl]-pyrrolidine-2-carbonyl}-piperazin-1-yl)-benzonitrile). Reaction SMILES: [C:1]1([C:7]2[N:8]=[N:9][N:10]([CH:12]3[CH2:16][NH:15][CH:14]([C:17]([N:19]4[CH2:24][CH2:23][N:22]([C:25]5[CH:32]=[CH:31][CH:30]=[CH:29][C:26]=5[C:27]#[N:28])[CH2:21][CH2:20]4)=[O:18])[CH2:13]3)[N:11]=2)[CH:6]=[CH:5][CH:4]=[CH:3][CH:2]=1.[CH:33](=O)[C:34]1[CH:39]=[CH:38][CH:37]=[CH:36][CH:35]=1.C(O)(=O)C.[BH-](OC(C)=O)(OC(C)=O)OC(C)=O.[Na+]>C(Cl)Cl>[CH2:33]([N:15]1[CH2:16][CH:12]([N:10]2[N:9]=[N:8][C:7]([C:1]3[CH:2]=[CH:3][CH:4]=[CH:5][CH:6]=3)=[N:11]2)[CH2:13][CH:14]1[C:17]([N:19]1[CH2:24][CH2:23][N:22]([C:25]2[CH:32]=[CH:31][CH:30]=[CH:29][C:26]=2[C:27]#[N:28])[CH2:21][CH2:20]1)=[O:18])[C:34]1[CH:39]=[CH:38][CH:37]=[CH:36][CH:35]=1 |f:3.4|. Procedure details: 2-(4-{4-[5-(Phenyl)-tetrazol-2-yl]-pyrrolidine-2-carbonyl}-piperazin-1-yl)-benzonitrile (2), benzaldehyde and acetic acid (cat) is dissolved in DCM and the solution is stirred for 20 min. Then NaBH(OAc)3 is added. The resulting mixture is warmed to r.t and stirred overnight. The solution is then washed with sat NaHCO3, brine, dried and concentrated to afford 2-(4-{1-Benzyl-4-[5-(phenyl)-tetrazol-2-yl]-pyrrolidine-2-carbonyl}-piperazin-1-yl)-benzonitrile (I). The reactants are O=C([O-])[O-], COc1cc(F)ccc1-c1ccc(O)cc1, [K+], [K+], O=C=O, O. Product: COc1cc(F)ccc1-c1ccc(O)c(C(=O)O)c1. RXN SMILES: [C:17]([O-:18])([O-:19])=[O:20].[F:1][c:2]1[cH:3][c:4]([O:15][CH3:16])[c:5](-[c:8]2[cH:9][cH:10][c:11]([OH:14])[cH:12][cH:13]2)[cH:6][cH:7]1.[K+:21].[K+:22].[O:23]=[C:24]=[O:25].[OH2:26]>>[F:1][c:2]1[cH:3][c:4]([O:15][CH3:16])[c:5](-[c:8]2[cH:9][cH:10][c:11]([OH:14])[c:12]([C:17](=[O:18])[OH:19])[cH:13]2)[cH:6][cH:7]1. Reactants: CO, Cc1n[nH]c(N)c1-c1nc2ccc(S(=O)(=O)Cl)cc2s1, CC(=O)NCCN. The product is CC(=O)NCCNS(=O)(=O)c1ccc2nc(-c3c(C)n[nH]c3N)sc2c1. RXN SMILES: [CH3:28][OH:29].[NH2:1][c:2]1[c:3](-[c:8]2[s:9][c:10]3[c:11]([n:12]2)[cH:13][cH:14][c:15]([S:17](=[O:18])(=[O:19])[Cl:20])[cH:16]3)[c:4]([CH3:7])[n:5][nH:6]1.[NH2:21][CH2:22][CH2:23][NH:24][C:25]([CH3:26])=[O:27]>>[NH2:1][c:2]1[c:3](-[c:8]2[s:9][c:10]3[c:11]([n:12]2)[cH:13][cH:14][c:15]([S:17](=[O:18])(=[O:19])[NH:21][CH2:22][CH2:23][NH:24][C:25]([CH3:26])=[O:27])[cH:16]3)[c:4]([CH3:7])[n:5][nH:6]1. Reactants: C1CNCCN1, N#Cc1ccc(-n2c(Cl)c(C=O)c3ccccc32)cc1. Yields the product N#Cc1ccc(-n2c(N3CCNCC3)c(C=O)c3ccccc32)cc1. Reaction SMILES: [CH2:21]1[CH2:22][NH:23][CH2:24][CH2:25][NH:26]1.[Cl:1][c:2]1[n:3](-[c:13]2[cH:14][cH:15][c:16]([C:17]#[N:18])[cH:19][cH:20]2)[c:4]2[cH:5][cH:6][cH:7][cH:8][c:9]2[c:10]1[CH:11]=[O:12]>>[c:2]1([N:23]2[CH2:22][CH2:21][NH:26][CH2:25][CH2:24]2)[n:3](-[c:13]2[cH:14][cH:15][c:16]([C:17]#[N:18])[cH:19][cH:20]2)[c:4]2[cH:5][cH:6][cH:7][cH:8][c:9]2[c:10]1[CH:11]=[O:12]. Starting materials: CC1=C(C(C[C@H]1O[N+](=O)[O-])=O)CC=C ((R)-3-methyl-4-nitroxy-2-(2-propenyl)-2-cyclopenten-1-one), C([O-])([O-])=O.[Ca+2] (calcium carbonate), O (water), )-isomer/( S )-isomer. The solvent is C(Cl)(Cl)Cl (chloroform). Conditions: time 3 hour. The product is O[C@@H]1C(=C(C(C1)=O)CC=C)C ((S)-4-hydroxy-3-methyl-2-(2-propenyl)-2-cyclopenten-1-one). The yield is 78.9%. Reaction SMILES: [CH3:1][C:2]1[C@H:6]([O:7][N+]([O-])=O)[CH2:5][C:4](=[O:11])[C:3]=1[CH2:12][CH:13]=[CH2:14].C(=O)([O-])[O-].[Ca+2].O>C(Cl)(Cl)Cl>[OH:7][C@H:6]1[CH2:5][C:4](=[O:11])[C:3]([CH2:12][CH:13]=[CH2:14])=[C:2]1[CH3:1] |f:1.2|. Reported procedure: A mixture of 1.97 g of (R)-3-methyl-4-nitroxy-2-(2-propenyl)-2-cyclopenten-1-one prepared in Example 10, 0.20 g of calcium carbonate and 30 ml of water was stirred at 85°-90° C. for 3 hours. Thereafter, with the same operations as in Example 3, 1.20 g of (S)-4-hydroxy-3-methyl-2-(2-propenyl)-2-cyclopenten-1-one (chemical purity: 93.6%, [α]D24 : +11.2° (C=1.23, in chloroform), (R)-isomer/(S)-isomer=14.8/85.2) was obtained. Starting materials: BrC=1C=C(C=CC1)NC1=C(C=NC2=CC(=C(C=C12)[N+](=O)[O-])OC)C#N (4-[(3-bromophenyl)amino]-7-methoxy-6-nitro-quinoline-3-carbonitrile), [Cl-].[NH4+] (ammonium chloride), CO (methanol). Reagents/catalysts: [Fe] (iron). Solvent: O (water), C(C)(=O)OCC (ethyl acetate). Yields the product NC=1C=C2C(=C(C=NC2=CC1OC)C#N)NC1=CC(=CC=C1)Br (6-amino-4-[(3-bromophenyl)amino]-7-methoxy-quinoline-3-carbonitrile). Yield: 69.0%. As a reaction SMILES: [Br:1][C:2]1[CH:3]=[C:4]([NH:8][C:9]2[C:18]3[C:13](=[CH:14][C:15]([O:22][CH3:23])=[C:16]([N+:19]([O-])=O)[CH:17]=3)[N:12]=[CH:11][C:10]=2[C:24]#[N:25])[CH:5]=[CH:6][CH:7]=1.[Cl-].[NH4+].CO>O.C(OCC)(=O)C.[Fe]>[NH2:19][C:16]1[CH:17]=[C:18]2[C:13](=[CH:14][C:15]=1[O:22][CH3:23])[N:12]=[CH:11][C:10]([C:24]#[N:25])=[C:9]2[NH:8][C:4]1[CH:5]=[CH:6][CH:7]=[C:2]([Br:1])[CH:3]=1 |f:1.2|. Procedure: A mixture of 2.05 g (5.1 mmol) of 4-[(3-bromophenyl)amino]-7-methoxy-6-nitro-quinoline-3-carbonitrile, 1.37 g (25.7 mmol) of ammonium chloride, and 0.86 g (15.4 mmol) of powdered iron was stirred at reflux in 26 ml water and 26 ml methanol for 2 hours. The mixture was diluted with ethyl acetate and the hot mixture was filtered. The organic layer was separated from the filtrate and dried over magnesium sulfate. The solvent was removed and the residue was chromatographed on silica gel eluting with... Reactants: BrC1=CC2=C(N=C(N=C2)SC)N(C1=O)CC (6-bromo-8-ethyl-2-(methylthio)pyrido[2,3-d]pyrimidin-7(8H)-one), C1(=CC=CC=C1)B(O)O (phenylboronic acid), [O-]P(=O)([O-])[O-].[K+].[K+].[K+] (K3PO4). Reagents/catalysts: C=1C=CC(=CC1)[P](C=2C=CC=CC2)(C=3C=CC=CC3)[Pd]([P](C=4C=CC=CC4)(C=5C=CC=CC5)C=6C=CC=CC6)([P](C=7C=CC=CC7)(C=8C=CC=CC8)C=9C=CC=CC9)[P](C=1C=CC=CC1)(C=1C=CC=CC1)C=1C=CC=CC1 (Pd(PPh3)4). Run at temperature 120 celsius. Yields the product C(C)N1C(C(=CC2=C1N=C(N=C2)SC)C2=CC=CC=C2)=O (8-ethyl-2-(methylthio)-6-phenylpyrido[2,3-d]pyrimidin-7(8H)-one). Yield: 82.0%. As a reaction SMILES: Br[C:2]1[C:13](=[O:14])[N:12]([CH2:15][CH3:16])[C:5]2[N:6]=[C:7]([S:10][CH3:11])[N:8]=[CH:9][C:4]=2[CH:3]=1.[C:17]1(B(O)O)[CH:22]=[CH:21][CH:20]=[CH:19][CH:18]=1.[O-]P([O-])([O-])=O.[K+].[K+].[K+]>C1C=CC([P]([Pd]([P](C2C=CC=CC=2)(C2C=CC=CC=2)C2C=CC=CC=2)([P](C2C=CC=CC=2)(C2C=CC=CC=2)C2C=CC=CC=2)[P](C2C=CC=CC=2)(C2C=CC=CC=2)C2C=CC=CC=2)(C2C=CC=CC=2)C2C=CC=CC=2)=CC=1>[CH2:15]([N:12]1[C:5]2[N:6]=[C:7]([S:10][CH3:11])[N:8]=[CH:9][C:4]=2[CH:3]=[C:2]([C:17]2[CH:22]=[CH:21][CH:20]=[CH:19][CH:18]=2)[C:13]1=[O:14])[CH3:16] |f:2.3.4.5,^1:37,39,58,77|. Procedure: 6-bromo-8-ethyl-2-(methylthio)pyrido[2,3-d]pyrimidin-7(8H)-one (150 mg, 0.50 mmol), phenylboronic acid (183 mg, 1.50 mmol), K3PO4 (318 mg, 1.50 mmol) and Pd(PPh3)4 (29 mg, 0.02 mmol) were mixed as solids and placed under argon. Argon was bubbled through the mixture of dimethoxyethane:ethanol:water (1:1:1, 2.0 mL) for 20 min. The solvent was added to the solid and the suspension was heated under microwave irradiation at 120° C. for 1 h. After completion, the reaction mixture evaporated to dryness...